This data is from the Open Reaction Database (ORD), a public repository of structured organic reaction records. The task is: describe an organic reaction: reactants, conditions, products, and yield Starting materials: O=C([O-])[O-], CCNC(=O)Nc1cc(-c2nc(C(F)(F)F)cs2)c(B(O)O)cn1, CCNC(=O)Nc1cc(-c2nc(C(F)(F)F)cs2)c(B2OC(C)(C)C(C)(C)O2)cn1, CCOC(C)=O, Cl, [Cs+], [Cs+], O=C(O)c1cc(I)ccc1F, C1COCCO1, O. The product is CCNC(=O)Nc1cc(-c2nc(C(F)(F)F)cs2)c(-c2ccc(F)c(C(=O)O)c2)cn1. As a reaction SMILES: [C:66](=[O:67])([O-:68])[O-:69].[CH2:1]([CH3:2])[NH:3][C:4]([NH:5][c:6]1[cH:7][c:8](-[c:15]2[s:16][cH:17][c:18]([C:20]([F:21])([F:22])[F:23])[n:19]2)[c:9]([B:12]([OH:13])[OH:14])[cH:10][n:11]1)=[O:24].[CH2:25]([NH:26][C:27]([NH:28][c:29]1[cH:30][c:31](-[c:32]2[s:33][cH:34][c:35]([C:36]([F:37])([F:38])[F:39])[n:40]2)[c:41]([B:42]2[O:43][C:44]([CH3:45])([CH3:46])[C:47]([CH3:48])([CH3:49])[O:50]2)[cH:51][n:52]1)=[O:53])[CH3:54].[CH3:80][CH2:81][O:82][C:83]([CH3:84])=[O:85].[ClH:72].[Cs+:70].[Cs+:71].[F:55][c:56]1[c:57]([C:58](=[O:59])[OH:60])[cH:61][c:62]([I:65])[cH:63][cH:64]1.[O:73]1[CH2:74][CH2:75][O:76][CH2:77][CH2:78]1.[OH2:79]>>[CH2:1]([CH3:2])[NH:3][C:4]([NH:5][c:6]1[cH:7][c:8](-[c:15]2[s:16][cH:17][c:18]([C:20]([F:21])([F:22])[F:23])[n:19]2)[c:9](-[c:62]2[cH:61][c:57]([C:58](=[O:59])[OH:60])[c:56]([F:55])[cH:64][cH:63]2)[cH:10][n:11]1)=[O:24]. Reactants: ClCCl, O=C(OC(=O)C(F)(F)F)C(F)(F)F, O=C(O)C(F)(F)F, N, CCCN(CCC)CCNc1nc2cc3c(cc2[n+]([O-])n1)CCC3, OO. Product: CCCN(CCC)CCNc1n[n+]([O-])c2cc3c(cc2[n+]1[O-])CCC3. RXN SMILES: [Cl:47][CH2:48][Cl:49].[F:3][C:4]([F:5])([F:7])[C:8](=[O:6])[O:9][C:10](=[O:11])[C:12]([F:13])([F:14])[F:15].[F:40][C:41]([F:42])([F:43])[C:44]([OH:45])=[O:46].[NH3:50].[O-:16][n+:17]1[n:18][c:19]([NH:30][CH2:31][CH2:32][N:33]([CH2:34][CH2:35][CH3:36])[CH2:37][CH2:38][CH3:39])[n:20][c:21]2[c:22]1[cH:23][c:24]1[c:28]([cH:29]2)[CH2:27][CH2:26][CH2:25]1.[OH:1][OH:2]>>[O-:6][n+:20]1[c:19]([NH:30][CH2:31][CH2:32][N:33]([CH2:34][CH2:35][CH3:36])[CH2:37][CH2:38][CH3:39])[n:18][n+:17]([O-:16])[c:22]2[c:21]1[cH:29][c:28]1[c:24]([cH:23]2)[CH2:25][CH2:26][CH2:27]1. The reactants are [I-].C1=CC=CC=2N(C3=C(CCC21)C=CC=C3)CCCN(C)C(=O)OCOC(=O)C=3C=[N+](C=CC3)C (3-[{N-[3-(10,11-Dihydro-5H-dibenz[b,f]azepin-5-yl)]propyl-N-methylamino}carbonyloxy]methoxycarbonyl-1-methylpyridinium iodide), C(=O)(O)[O-].[Na+] (NaHCO3), S(=O)([O-])S(=O)[O-].[Na+].[Na+] (sodium dithionite). Run in O (water), C(C)(=O)OCC (ethyl acetate). Yields the product CN1C=C(CC=C1)C(=O)OCOC(=O)N(C)CCCN1C2=C(CCC3=C1C=CC=C3)C=CC=C2 ([{N-[3-(10,11-Dihydro-5H-dibenz[b,f]azepin-5-yl)]propyl-N-methylamino}carbonyloxy]methyl 1,4-dihydro-1-methyl-3-pyridinecarboxylate). Isolated yield 95.3%. RXN SMILES: [I-].[CH:2]1[C:12]2[CH2:11][CH2:10][C:9]3[CH:13]=[CH:14][CH:15]=[CH:16][C:8]=3[N:7]([CH2:17][CH2:18][CH2:19][N:20]([C:22]([O:24][CH2:25][O:26][C:27]([C:29]3[CH:30]=[N+:31]([CH3:35])[CH:32]=[CH:33][CH:34]=3)=[O:28])=[O:23])[CH3:21])[C:6]=2[CH:5]=[CH:4][CH:3]=1.C([O-])(O)=O.[Na+].S(S([O-])=O)([O-])=O.[Na+].[Na+]>O.C(OCC)(=O)C>[CH3:35][N:31]1[CH:32]=[CH:33][CH2:34][C:29]([C:27]([O:26][CH2:25][O:24][C:22]([N:20]([CH2:19][CH2:18][CH2:17][N:7]2[C:6]3[CH:5]=[CH:4][CH:3]=[CH:2][C:12]=3[CH2:11][CH2:10][C:9]3[CH:13]=[CH:14][CH:15]=[CH:16][C:8]2=3)[CH3:21])=[O:23])=[O:28])=[CH:30]1 |f:0.1,2.3,4.5.6|. Reported procedure: Three-tenths gram (0.0005 mol) of the product of Example 54 in 30 mL water and 15 mL ethyl acetate was reduced with 0.25 g (0.003 mol) NaHCO3 and 0.35 g (0.002 mol) sodium dithionite at 0°-5° C., with deaeration, for a 60 minute period. The layers were separated and the aqueous layer was extracted twice with 30 mL portions of ethyl acetate. The combined organic layers were then extracted twice with 20 mL portions of cool deaerated water. Drying over Na2SO4 and removal of the solvent in vacuo aff... Starting materials: O=C([O-])[O-], O=C(Cl)c1cccc([N+](=O)[O-])c1, Nc1cnccc1O, [Na+], [Na+], c1ccncc1. Product: O=C(Nc1cnccc1O)c1cccc([N+](=O)[O-])c1. RXN SMILES: [C:21](=[O:22])([O-:23])[O-:24].[N+:1](=[O:2])([O-:3])[c:4]1[cH:5][c:6]([C:7](=[O:8])[Cl:9])[cH:10][cH:11][cH:12]1.[NH2:13][c:14]1[cH:15][n:16][cH:17][cH:18][c:19]1[OH:20].[Na+:25].[Na+:26].[cH:27]1[cH:28][cH:29][n:30][cH:31][cH:32]1>>[N+:1](=[O:2])([O-:3])[c:4]1[cH:5][c:6]([C:7](=[O:8])[NH:13][c:14]2[cH:15][n:16][cH:17][cH:18][c:19]2[OH:20])[cH:10][cH:11][cH:12]1.